Task: describe an organic reaction: reactants, conditions, products, and yield. Dataset: the Open Reaction Database (ORD), a public repository of structured organic reaction records The reactants are C1CCOC1, CCOC(=O)C=Cc1ccc(Oc2c(-c3ccccc3)c(CC(C)C)cc3cc(OC)ccc23)cc1, CCO, [Na+], [OH-]. Product: COc1ccc2c(Oc3ccc(C=CC(=O)O)cc3)c(-c3ccccc3)c(CC(C)C)cc2c1. RXN SMILES: [CH2:39]1[O:40][CH2:41][CH2:42][CH2:43]1.[CH3:1][O:2][c:3]1[cH:4][c:5]2[cH:6][c:7]([CH2:33][CH:34]([CH3:35])[CH3:36])[c:8](-[c:27]3[cH:28][cH:29][cH:30][cH:31][cH:32]3)[c:9]([O:13][c:14]3[cH:15][cH:16][c:17]([CH:20]=[CH:21][C:22](=[O:23])[O:24][CH2:25][CH3:26])[cH:18][cH:19]3)[c:10]2[cH:11][cH:12]1.[CH3:44][CH2:45][OH:46].[Na+:38].[OH-:37]>>[CH3:1][O:2][c:3]1[cH:4][c:5]2[cH:6][c:7]([CH2:33][CH:34]([CH3:35])[CH3:36])[c:8](-[c:27]3[cH:28][cH:29][cH:30][cH:31][cH:32]3)[c:9]([O:13][c:14]3[cH:15][cH:16][c:17]([CH:20]=[CH:21][C:22](=[O:23])[OH:24])[cH:18][cH:19]3)[c:10]2[cH:11][cH:12]1.